From a dataset of the Open Reaction Database (ORD), a public repository of structured organic reaction records. describe an organic reaction: reactants, conditions, products, and yield The reactants are C1COCCO1, CC1(C)OBOC1(C)C, COC(=O)c1ccc(-c2cc(OC)ccc2F)c(I)c1, N#N, O. Product: COC(=O)c1ccc(-c2cc(OC)ccc2F)c(B2OC(C)(C)C(C)(C)O2)c1. As a reaction SMILES: [CH2:21]1[O:22][CH2:23][CH2:24][O:25][CH2:26]1.[CH3:29][C:30]1([CH3:37])[O:31][BH:32][O:33][C:34]1([CH3:35])[CH3:36].[F:1][c:2]1[c:3](-[c:10]2[c:11]([I:20])[cH:12][c:13]([C:16](=[O:17])[O:18][CH3:19])[cH:14][cH:15]2)[cH:4][c:5]([O:8][CH3:9])[cH:6][cH:7]1.[N:27]#[N:28].[OH2:38]>>[F:1][c:2]1[c:3](-[c:10]2[c:11]([B:32]3[O:31][C:30]([CH3:29])([CH3:37])[C:34]([CH3:35])([CH3:36])[O:33]3)[cH:12][c:13]([C:16](=[O:17])[O:18][CH3:19])[cH:14][cH:15]2)[cH:4][c:5]([O:8][CH3:9])[cH:6][cH:7]1. RXN SMILES: [C:1]([CH3:2])([CH3:3])([CH3:4])[c:5]1[c:6]([OH:16])[c:7]([C:8](=[O:9])[OH:10])[c:11]([O:14][CH3:15])[cH:12][cH:13]1.[CH3:29][OH:30].[CH3:31][c:32]1[cH:33][cH:34][cH:35][cH:36][cH:37]1.[OH:17][c:18]1[cH:19][cH:20][cH:21][cH:22][cH:23]1.[P:24]([Cl:25])([Cl:26])([Cl:27])=[O:28]>>[C:1]([CH3:2])([CH3:3])([CH3:4])[c:5]1[c:6]([OH:16])[c:7]([C:8]([O:9][c:18]2[cH:19][cH:20][cH:21][cH:22][cH:23]2)=[O:10])[c:11]([O:14][CH3:15])[cH:12][cH:13]1. Product: COc1ccc(C(C)(C)C)c(O)c1C(=O)Oc1ccccc1. Reactants: COc1ccc(C(C)(C)C)c(O)c1C(=O)O, CO, Cc1ccccc1, Oc1ccccc1, O=P(Cl)(Cl)Cl. Starting materials: N1CCC(CC1)C(C(=O)O)CSC(C)=O (2-(piperidin-4-yl)-3-(acetylthio)propanoic acid), CC(C)(C)OC(=O)NCC(=O)ON1C(=O)CCC1=O (Boc-glycine-N-hydroxysuccinimide ester). Run in O1CCOCC1 (dioxane). Product: C(C)(C)(C)OC(=O)NCC(=O)N1CCC(CC1)C(C(=O)O)CSC(C)=O (2-(1-(t-butoxycarbonylaminomethylcarbonyl)-piperidin-4-yl)-3-(acetylthio)propanoic acid). As a reaction SMILES: [NH:1]1[CH2:6][CH2:5][CH:4]([CH:7]([CH2:11][S:12][C:13](=[O:15])[CH3:14])[C:8]([OH:10])=[O:9])[CH2:3][CH2:2]1.[CH3:16][C:17]([O:20][C:21]([NH:23][CH2:24][C:25](ON1C(=O)CCC1=O)=[O:26])=[O:22])([CH3:19])[CH3:18]>O1CCOCC1>[C:17]([O:20][C:21]([NH:23][CH2:24][C:25]([N:1]1[CH2:2][CH2:3][CH:4]([CH:7]([CH2:11][S:12][C:13](=[O:15])[CH3:14])[C:8]([OH:10])=[O:9])[CH2:5][CH2:6]1)=[O:26])=[O:22])([CH3:19])([CH3:18])[CH3:16]. Procedure: A solution of 2-(piperidin-4-yl)-3-(acetylthio)propanoic acid (0.6 g, 1.72 mmol) and Boc-glycine-N-hydroxysuccinimide ester (0.52 g, 1.9 mmol) was stirred in 15 mL of dioxane for 18 hours. The reaction mixture was concentrated, partitioned between ethyl acetate and 1 M NaHSO4. The organic layer was concentrated to give 2-(1-(t-butoxycarbonylaminomethylcarbonyl)-piperidin-4-yl)-3-(acetylthio)propanoic acid, which was dissolved in 10 mL of 1:1 methylene chloride-TFA for 1 hour. The reaction mixtur... Reaction SMILES: [F:1][C:2]1[CH:7]=[CH:6][C:5]([C:8]2[N:17]=[C:16]([C:18]([OH:20])=O)[C:15]3[C:10](=[CH:11][CH:12]=[CH:13][CH:14]=3)[N:9]=2)=[CH:4][CH:3]=1.Cl.[CH3:22][O:23][C:24]1[CH:33]=[C:32]([O:34][CH3:35])[CH:31]=[C:30]2[C:25]=1[CH2:26][CH2:27][NH:28][CH2:29]2>>[F:1][C:2]1[CH:3]=[CH:4][C:5]([C:8]2[N:17]=[C:16]([C:18]([N:28]3[CH2:27][CH2:26][C:25]4[C:30](=[CH:31][C:32]([O:34][CH3:35])=[CH:33][C:24]=4[O:23][CH3:22])[CH2:29]3)=[O:20])[C:15]3[C:10](=[CH:11][CH:12]=[CH:13][CH:14]=3)[N:9]=2)=[CH:6][CH:7]=1 |f:1.2|. Yield: 23.5%. Reactants: FC1=CC=C(C=C1)C1=NC2=CC=CC=C2C(=N1)C(=O)O (2-(4-fluorophenyl)quinazoline-4-carboxylic acid), Cl.COC1=C2CCNCC2=CC(=C1)OC (5,7-dimethoxy-1,2,3,4-tetrahydroisoquinoline hydrochloride). Procedure details: Reaction of 2-(4-fluorophenyl)quinazoline-4-carboxylic acid with 5,7-dimethoxy-1,2,3,4-tetrahydroisoquinoline hydrochloride gave compound 8 (23.5% yield): 1H NMR (300 MHz, DMSO-d6) δ 2.70 and 3.00 (2m, 2H), 3.48 and 4.03 (2m, 2H), 3.74 and 3.75 (m, 3H), 3.46 and 3.87 (s, 3H), 4.24 and 4.78 (2s, 2H), 6.33-6.51 (m, 2H), 7.38-7.44 (m, 2H), 7.72-7.78 (m, 1H), 7.91-7.99 (m, 1H), 8.07-8.17 (m, 2H), 8.52-8.62 (m, 2H); MS (ESI) m/z 444 ([M+H]+). The product is FC1=CC=C(C=C1)C1=NC2=CC=CC=C2C(=N1)C(=O)N1CC2=CC(=CC(=C2CC1)OC)OC (2-[[2-(4-fluorophenyl)quinazolin-4-yl]carbonyl]-5,7-dimethoxy-1,2,3,4-tetrahydroisoquinoline). The reactants are C(C1=CC=CC=C1)N1CCOC(C(C1)O)C1=CC(=C(C=C1)Cl)Cl ((6RS,7SR)-4-benzyl-7-(3,4-dichlorophenyl)-1,4-oxazepan-6-ol), C(C)(C)(C)[Si](C)(C)Cl (tert-butylchlorodimethylsilane), N1C=NC=C1 (imidazole). Run in CN(C)C=O (DMF), O.C(C)(=O)OCC (water ethyl acetate). Conditions: time 8 hour. Product: C(C1=CC=CC=C1)N1CCOC(C(C1)O[Si](C)(C)C(C)(C)C)C1=CC(=C(C=C1)Cl)Cl ((6RS,7SR)-4-benzyl-6-{[tert-butyl(dimethyl)silyl]oxy}-7-(3,4-dichlorophenyl)-1,4-oxazepane). Yield: 100.9%. RXN SMILES: [CH2:1]([N:8]1[CH2:14][CH:13]([OH:15])[CH:12]([C:16]2[CH:21]=[CH:20][C:19]([Cl:22])=[C:18]([Cl:23])[CH:17]=2)[O:11][CH2:10][CH2:9]1)[C:2]1[CH:7]=[CH:6][CH:5]=[CH:4][CH:3]=1.[C:24]([Si:28](Cl)([CH3:30])[CH3:29])([CH3:27])([CH3:26])[CH3:25].N1C=CN=C1>CN(C=O)C.O.C(OCC)(=O)C>[CH2:1]([N:8]1[CH2:14][CH:13]([O:15][Si:28]([C:24]([CH3:27])([CH3:26])[CH3:25])([CH3:30])[CH3:29])[CH:12]([C:16]2[CH:21]=[CH:20][C:19]([Cl:22])=[C:18]([Cl:23])[CH:17]=2)[O:11][CH2:10][CH2:9]1)[C:2]1[CH:3]=[CH:4][CH:5]=[CH:6][CH:7]=1 |f:4.5|. Reported procedure: To a solution of (6RS,7SR)-4-benzyl-7-(3,4-dichlorophenyl)-1,4-oxazepan-6-ol (27.7 g) in DMF (154 mL) were added tert-butylchlorodimethylsilane (17.8 g) and imidazole (10.7 g), and the mixture was stirred at room temperature overnight. The reaction mixture was diluted with water-ethyl acetate for partitioning, and the organic layer was washed with distilled water and brine, and dried over anhydrous sodium sulfate. The solvent was evaporated under reduced pressure. The residue was purified by sil...